From a dataset of the Open Reaction Database (ORD), a public repository of structured organic reaction records. describe an organic reaction: reactants, conditions, products, and yield Reactants: C(C)C12CC=3C=4C=NNC4C=CC3C2=C(C(CC1)=O)C (9a-ethyl-6-methyl-8,9,9a,10-tetrahydroindeno[2,1-e]indazol-7(3H)-one), [H-].[Al+3].[Li+].[H-].[H-].[H-] (lithium aluminum hydride), C1CCOC1 (THF), [Cl-].[Cl-].[Cl-].[Al+3] (aluminum trichloride). Solvent: C(C)OCC (diethyl ether), C(C)OCC (diethyl ether). Reaction conditions: time 23 minute. The product is C(C)C12CC=3C=4C=NNC4C=CC3C2=C(CCC1)C (9a-ethyl-6-methyl-3,7,8,9,9a,10-hexahydroindeno[2,1-e]indazole). As a reaction SMILES: [H-].[Al+3].[Li+].[H-].[H-].[H-].C1COCC1.[Cl-].[Cl-].[Cl-].[Al+3].[CH2:16]([C:18]12[CH2:33][CH2:32][C:31](=O)[C:30]([CH3:35])=[C:29]1[C:28]1[CH:27]=[CH:26][C:25]3[NH:24][N:23]=[CH:22][C:21]=3[C:20]=1[CH2:19]2)[CH3:17]>C(OCC)C>[CH2:16]([C:18]12[CH2:33][CH2:32][CH2:31][C:30]([CH3:35])=[C:29]1[C:28]1[CH:27]=[CH:26][C:25]3[NH:24][N:23]=[CH:22][C:21]=3[C:20]=1[CH2:19]2)[CH3:17] |f:0.1.2.3.4.5,7.8.9.10|. Reported procedure: A solution of lithium aluminum hydride in THF (1.0M, 0.26 mL, 0.26 mmol) was diluted with diethyl ether (2 mL) and solid aluminum trichloride (0.098 g, 0.74 mmol) was added in portions. To the resulting solution was added a suspension of 9a-ethyl-6-methyl-8,9,9a,10-tetrahydroindeno[2,1-e]indazol-7(3H)-one (0.027 g, 0.10 mmol) in diethyl ether (1.5 mL). After 23 minutes, the reaction was quenched by the addition of EtOAc (0.5 mL) followed by 2N hydrochloric acid (0.5 mL). The reaction mixture was... Reactants: C(\C=C\C(=O)O)(=O)O (fumaric acid), FC1=CC2=C(C(=NO2)C2CCNCC2)C=C1 (6-fluoro-3-(4-piperidinyl)-1,2-benzisoxazole), C(=O)([O-])[O-].[K+].[K+] (K2CO3), C(C)(=O)OCCCCBr (4-bromobutyl acetate). The solvent is C(C)O (ethanol), C(C)#N (acetonitrile). The product is C(\C=C\C(=O)O)(=O)O.C(C)(=O)OCCCCN1CCC(CC1)C1=NOC2=C1C=CC(=C2)F (4-[4-(6-Fluoro-1,2-benzisoxazol-3-yl)-1-piperidinyl]butyl acetate fumarate). RXN SMILES: [F:1][C:2]1[CH:16]=[CH:15][C:5]2[C:6]([CH:9]3[CH2:14][CH2:13][NH:12][CH2:11][CH2:10]3)=[N:7][O:8][C:4]=2[CH:3]=1.C([O-])([O-])=O.[K+].[K+].[C:23]([O:26][CH2:27][CH2:28][CH2:29][CH2:30]Br)(=[O:25])[CH3:24].[C:32]([OH:39])(=[O:38])/[CH:33]=[CH:34]/[C:35]([OH:37])=[O:36]>C(#N)C.C(O)C>[C:32]([OH:39])(=[O:38])/[CH:33]=[CH:34]/[C:35]([OH:37])=[O:36].[C:23]([O:26][CH2:27][CH2:28][CH2:29][CH2:30][N:12]1[CH2:11][CH2:10][CH:9]([C:6]2[C:5]3[CH:15]=[CH:16][C:2]([F:1])=[CH:3][C:4]=3[O:8][N:7]=2)[CH2:14][CH2:13]1)(=[O:25])[CH3:24] |f:1.2.3,8.9|. Reported procedure: A mixture of 6-fluoro-3-(4-piperidinyl)-1,2-benzisoxazole (9.5 g, 41 mmol), K2CO3 (7.2 g, 51 mmol), and 4-bromobutyl acetate (10 g, 51 mmol) in acetonitrile (200 ml) was heated at reflux for 3.5 hours. At the end of the reaction, the solution was cooled and filtered. The inorganic salt was washed with DCM (50 ml). The organic solvent was removed. The residue was purified on a flash chromatography column (packed with Sorbsil C30 silica gel, 100 g, eluted with DCM, 1 liter, increasing methanol fro... Yield: 83.5%. Run in C1CCOC1 (THF). Reactants: CCOCC (ether), C1(=CC=CC=C1)P(Cl)C1=CC=CC=C1 (diphenylchlorophosphine), [CH-]1C=CC2=CC=CC=C12.[Li+] (lithium indenide). Reported procedure: In the drybox lithium indenide (8.00 g, 65.52 mmol) dissolved in 50 mL of THF was added within 15 minutes to a 180 mL ether solution of diphenylchlorophosphine (14.46 g, 65.52 mmol) (diphenylchlorophosphine was distilled before use (97° C. @ 0.4 torr)). After stirring overnight, LiCl was separated by filtration giving a yellow solution. Solvent was removed under vacuum leaving an off-white solid. This solid was triturated with 40 mL of hexane. Hexane was removed by decanting and the solid was dr... Product: C1(C=CC2=CC=CC=C12)P(C1=CC=CC=C1)C1=CC=CC=C1 ((1H-inden-1-yl)diphenylphosphine). Reaction SMILES: [CH-:1]1[C:9]2[C:4](=[CH:5][CH:6]=[CH:7][CH:8]=2)[CH:3]=[CH:2]1.[Li+].CCOCC.[C:16]1([P:22]([C:24]2[CH:29]=[CH:28][CH:27]=[CH:26][CH:25]=2)Cl)[CH:21]=[CH:20][CH:19]=[CH:18][CH:17]=1>C1COCC1>[CH:1]1([P:22]([C:24]2[CH:25]=[CH:26][CH:27]=[CH:28][CH:29]=2)[C:16]2[CH:21]=[CH:20][CH:19]=[CH:18][CH:17]=2)[C:9]2[C:4](=[CH:5][CH:6]=[CH:7][CH:8]=2)[CH:3]=[CH:2]1 |f:0.1|. Run at time 8 hour.